From a dataset of the Open Reaction Database (ORD), a public repository of structured organic reaction records. describe an organic reaction: reactants, conditions, products, and yield As a reaction SMILES: [S:1](=[O:5])(=[O:4])([OH:3])[OH:2].[CH:6]1([C:9]([N:11]2[CH2:20][CH2:19][C:18]3[C:13](=[CH:14][C:15]([O:23][CH3:24])=[C:16]([O:21][CH3:22])[CH:17]=3)/[C:12]/2=[CH:25]/[C:26]2[CH:31]=[CH:30][C:29]([O:32][CH3:33])=[C:28]([O:34][CH3:35])[CH:27]=2)=O)[CH2:8][CH2:7]1>O>[S:1]([O-:5])([OH:4])(=[O:3])=[O:2].[CH:6]1([C:9]2[C:13]3[CH:14]=[C:15]([O:23][CH3:24])[C:16]([O:21][CH3:22])=[CH:17][C:18]=3[CH:19]=[C:20]3[N+:11]=2[CH2:12][CH2:25][C:26]2[CH:27]=[C:28]([O:34][CH3:35])[C:29]([O:32][CH3:33])=[CH:30][C:31]=23)[CH2:8][CH2:7]1 |f:3.4|. Procedure details: To 10 parts of concentrated sulfuric acid, with vigorous agitation at 0°, is slowly added 1 part of (Z)-2-cyclopropylcarbonyl-1,2,3,4-tetrahydro-6,7-dimethoxy1-[(3,4-dimethoxyphenyl)methylene]isoquinoline. When the addition is complete, 90 parts of water is mixed in; and the yellow precipitate which forms is isolated by filtration and recrystallized from water, affording 8-cyclopropyl5,6-dihydro-2,3,10,11-tetramethoxydibenzo[a,g]quinolizinium hydrogen sulfate melting above 300°. Product: S(=O)(=O)(O)[O-].C1(CC1)C1=[N+]2CCC3=C(C2=CC2=C1C=C(C(=C2)OC)OC)C=C(C(=C3)OC)OC (8-cyclopropyl5,6-dihydro-2,3,10,11-tetramethoxydibenzo[a,g]quinolizinium hydrogen sulfate). Run in O (water). Starting materials: S(O)(O)(=O)=O (sulfuric acid), C1(CC1)C(=O)N1\C(\C2=CC(=C(C=C2CC1)OC)OC)=C/C1=CC(=C(C=C1)OC)OC ((Z)-2-cyclopropylcarbonyl-1,2,3,4-tetrahydro-6,7-dimethoxy1-[(3,4-dimethoxyphenyl)methylene]isoquinoline).